This data is from the Open Reaction Database (ORD), a public repository of structured organic reaction records. The task is: describe an organic reaction: reactants, conditions, products, and yield Reactants: CC1=C(NC(=C1)C)C=O (3,5-dimethyl-1H-pyrrole-2-carbaldehyde), di-morpholine methane, C(C)(=O)O (acetic acid). Run in C1CCOC1 (THF), O (water). Conditions: temperature 92.5 celsius. Product: CC1=C(NC(=C1CN1CCOCC1)C)C=O (3,5-dimethyl-4-morpholin-4-ylmethyl-1H-pyrrole-2-carbaldehyde). Isolated yield 36.0%. RXN SMILES: [CH3:1][C:2]1[CH:6]=[C:5]([CH3:7])[NH:4][C:3]=1[CH:8]=[O:9].[C:10]([OH:13])(=O)[CH3:11]>C1COCC1.O>[CH3:1][C:2]1[C:6]([CH2:5][N:4]2[CH2:11][CH2:10][O:13][CH2:2][CH2:3]2)=[C:5]([CH3:7])[NH:4][C:3]=1[CH:8]=[O:9]. Reported procedure: A mixture of 3,5-dimethyl-1H-pyrrole-2-carbaldehyde (1.85 g, 15 mmol), di-morpholine-methane (5 mL, 27 mL) in THF (40 mL), water (15 mL) and acetic acid (4 mL) was heated to reflux (oil bath 90-95° C.) for 6 hours. The reaction was concentrated to a volume of 20 mL, basified with Na2CO3 and extracted with ethyl acetate (3×75 mL). The combined extracts were dried, concentrated and the residue was purified on a silica gel column to give 2 g (36%) of 3,5-dimethyl-4-morpholin-4-ylmethyl-1H-pyrrole-2... Starting materials: ClC1=CC(=CC=C1)C(=O)OO (3-chloroperbenzoic acid), COC1=CC=C(C=C1)C=1N=C(NC1C1=CC=C(C=C1)OC)SC1=C(C=C(C=C1)F)F (4,5-bis(4-methoxyphenyl)-2-(2,4-difluorophenylthio)imidazole). Run in ClCCl (dichloromethane), ClCCl (dichloromethane). Run at time 3 hour. The product is COC1=CC=C(C=C1)C=1N=C(NC1C1=CC=C(C=C1)OC)S(=O)C1=C(C=C(C=C1)F)F (4,5-bis(4-methoxyphenyl)-2-(2,4-difluorophenylsulfinyl)imidazole). Yield: 73.9%. Reaction SMILES: ClC1C=CC=C(C(OO)=[O:9])C=1.[CH3:12][O:13][C:14]1[CH:19]=[CH:18][C:17]([C:20]2[N:21]=[C:22]([S:33][C:34]3[CH:39]=[CH:38][C:37]([F:40])=[CH:36][C:35]=3[F:41])[NH:23][C:24]=2[C:25]2[CH:30]=[CH:29][C:28]([O:31][CH3:32])=[CH:27][CH:26]=2)=[CH:16][CH:15]=1>ClCCl>[CH3:12][O:13][C:14]1[CH:15]=[CH:16][C:17]([C:20]2[N:21]=[C:22]([S:33]([C:34]3[CH:39]=[CH:38][C:37]([F:40])=[CH:36][C:35]=3[F:41])=[O:9])[NH:23][C:24]=2[C:25]2[CH:26]=[CH:27][C:28]([O:31][CH3:32])=[CH:29][CH:30]=2)=[CH:18][CH:19]=1. Procedure: A solution of 2.164 g of 3-chloroperbenzoic acid (80%) in 150 ml of dichloromethane is added dropwise to a solution of 4.25 g of 4,5-bis(4-methoxyphenyl)-2-(2,4-difluorophenylthio)imidazole in 100 ml of dichloromethane. The mixture is agitated for 3 hours at room temperature, the solution washed with sodium bicarbonate solution, dried over sodium sulfate, and concentrated under vacuum to dryness. The residue is chromatographed on 150 g of silica gel with acetone/hexane, thus producing 3.26 g of ... The reactants are CC(C)(C)NC(=O)c1ccc([N+](=O)[O-])cc1, CCOC(C)=O. The product is CC(C)(C)NC(=O)c1ccc(N)cc1. As a reaction SMILES: [C:1]([CH3:2])([CH3:3])([CH3:4])[NH:5][C:6]([c:7]1[cH:8][cH:9][c:10]([N+:13]([O-:14])=[O:15])[cH:11][cH:12]1)=[O:16].[CH3:17][CH2:18][O:19][C:20](=[O:21])[CH3:22]>>[C:1]([CH3:2])([CH3:3])([CH3:4])[NH:5][C:6]([c:7]1[cH:8][cH:9][c:10]([NH2:13])[cH:11][cH:12]1)=[O:16]. The reactants are C=O, C1COCCO1, CS(N)(=O)=O, COC(=O)Cc1cccs1, CCOC(C)=O, [Cl-], [Cl-], Cl, [Zn+2]. Yields the product COC(=O)Cc1ccc(CNS(C)(=O)=O)s1. Reaction SMILES: [CH2:12]=[O:13].[CH2:19]1[O:20][CH2:21][CH2:22][O:23][CH2:24]1.[CH3:14][S:15](=[O:16])(=[O:17])[NH2:18].[CH3:1][O:2][C:3]([CH2:4][c:5]1[s:6][cH:7][cH:8][cH:9]1)=[O:10].[CH3:28][CH2:29][O:30][C:31]([CH3:32])=[O:33].[Cl-:25].[Cl-:27].[ClH:11].[Zn+2:26]>>[CH3:1][O:2][C:3]([CH2:4][c:5]1[s:6][c:7]([CH2:12][NH:18][S:15]([CH3:14])(=[O:16])=[O:17])[cH:8][cH:9]1)=[O:10]. RXN SMILES: COC1C=CC(C[N:8](CC2C=CC(OC)=CC=2)[C:9]2[N:14]=[C:13]([CH3:15])[N:12]=[C:11]([C:16]3[C:17]([NH:24][C:25]4[CH:26]=[N:27][C:28]([O:31][CH3:32])=[CH:29][CH:30]=4)=[N:18][CH:19]=[C:20]([CH:23]=3)[CH:21]=O)[N:10]=2)=CC=1.[N:44]1[CH:45]=[N:46][N:47]2[CH2:52][CH2:51][NH:50][CH2:49][C:48]=12>>[N:44]1[CH:45]=[N:46][N:47]2[CH2:52][CH2:51][N:50]([CH2:21][C:20]3[CH:23]=[C:16]([C:11]4[N:12]=[C:13]([CH3:15])[N:14]=[C:9]([NH2:8])[N:10]=4)[C:17]([NH:24][C:25]4[CH:26]=[N:27][C:28]([O:31][CH3:32])=[CH:29][CH:30]=4)=[N:18][CH:19]=3)[CH2:49][C:48]=12. Yields the product N=1C=NN2C1CN(CC2)CC=2C=C(C(=NC2)NC=2C=NC(=CC2)OC)C2=NC(=NC(=N2)C)N (4-(5-((5,6-Dihydro-[1,2,4]Triazolo[1,5-A]Pyrazin-7(8H)-yl)Methyl)-2-(6-Methoxypyridin-3-Ylamino)Pyridin-3-yl)-6-Methyl-1,3,5-Triazin-2-Amine). Procedure details: The title compound was synthesized following an analogous procedure to Example 220 using 5-(4-(bis(4-methoxybenzyl)amino)-6-methyl-1,3,5-triazin-2-yl)-6-(6-methoxypyridin-3-ylamino)nicotinaldehyde (178 mg, 0.308 mmol) and 5,6,7,8-tetrahydro-[1,2,4]triazolo[1,5-a]pyrazine (GeneTech, Indianapolis, Ind.) (57.4 mg, 0.462 mmol). 1H NMR (400 MHz, CDCl3) δ 11.70 (s, 1H); 8.78 (d, J=2.54 Hz, 1H); 8.36 (d, J=2.74 Hz, 1H); 8.25 (d, J=2.35 Hz, 1H); 8.10 (dd, J=8.80, 2.74 Hz, 1H); 7.87 (s, 1H); 6.78 (d, J=8... Reactants: COC1=CC=C(CN(C2=NC(=NC(=N2)C)C=2C(=NC=C(C=O)C2)NC=2C=NC(=CC2)OC)CC2=CC=C(C=C2)OC)C=C1 (5-(4-(bis(4-methoxybenzyl)amino)-6-methyl-1,3,5-triazin-2-yl)-6-(6-methoxypyridin-3-ylamino)nicotinaldehyde), N=1C=NN2C1CNCC2 (5,6,7,8-tetrahydro-[1,2,4]triazolo[1,5-a]pyrazine).